Dataset: the Open Reaction Database (ORD), a public repository of structured organic reaction records. Task: describe an organic reaction: reactants, conditions, products, and yield The reactants are NC1=NC=C(C=N1)C1=CC=C(C=C1F)C1=C(C=CC=C1)SCCC(=O)OCC (ethyl 3-(4′-(2-aminopyrimidin-5-yl)-5′-fluorobiphenyl-2-ylthio)propanoate), CC(C)(C)[O-].[K+] (t-BuOK), CO (methanol). The solvent is C1CCOC1 (THF). Conditions: time 10 minute. Product: NC1=NC=C(C=N1)C1=CC=C(C=C1F)C=1C(=CC=CC1)S (4′-(2-Aminopyrimidin-5-yl)-5′-fluorobiphenyl-2-thiol). Isolated yield 100.0%. RXN SMILES: [NH2:1][C:2]1[N:7]=[CH:6][C:5]([C:8]2[C:13]([F:14])=[CH:12][C:11]([C:15]3[CH:20]=[CH:19][CH:18]=[CH:17][C:16]=3[S:21]CCC(OCC)=O)=[CH:10][CH:9]=2)=[CH:4][N:3]=1.CC([O-])(C)C.[K+].CO>C1COCC1>[NH2:1][C:2]1[N:3]=[CH:4][C:5]([C:8]2[C:13]([F:14])=[CH:12][C:11]([C:15]3[C:16]([SH:21])=[CH:17][CH:18]=[CH:19][CH:20]=3)=[CH:10][CH:9]=2)=[CH:6][N:7]=1 |f:1.2|. Procedure details: To a solution of ethyl 3-(4′-(2-aminopyrimidin-5-yl)-5′-fluorobiphenyl-2-ylthio)propanoate (6.5 g, 16 mmol) in THF (70 mL) was added t-BuOK (3.68 g, 32.8 mmol) under a N2 atmosphere. After stirring for 10 min, methanol (5 mL) was added and the resulting mixture purified by FCC to give the title compound (4.8 g, 16 mmol, 98%). MS (ESI): mass calcd. for C16H12FN3S, 297.07; m/z found, 298.1 [M+H]+. The reactants are [Br-], [Br-], [Br-], O=C(NCc1ccc(Br)nc1)c1cncc2c1cnn2-c1ccc(F)cc1, O=C([O-])[O-], CCS(=O)[O-], CC[Mg+], CS(C)=O, I[Cu]I, [K+], [K+], [Mg+2]. Product: CCS(=O)(=O)c1ccc(CNC(=O)c2cncc3c2cnn3-c2ccc(F)cc2)cn1. Reaction SMILES: [Br-:33].[Br-:35].[Br-:39].[Br:1][c:2]1[cH:3][cH:4][c:5]([CH2:8][NH:9][C:10](=[O:11])[c:12]2[c:13]3[c:14]([cH:15][n:16][cH:17]2)[n:18](-[c:21]2[cH:22][cH:23][c:24]([F:27])[cH:25][cH:26]2)[n:19][cH:20]3)[cH:6][n:7]1.[C:44](=[O:45])([O-:46])[O-:47].[CH2:28]([CH3:29])[S:30](=[O:31])[O-:32].[CH2:36]([Mg+:37])[CH3:38].[CH3:40][S:41]([CH3:42])=[O:43].[Cu:50]([I:51])[I:52].[K+:48].[K+:49].[Mg+2:34]>>[c:2]1([S:30]([CH2:28][CH3:29])(=[O:31])=[O:32])[cH:3][cH:4][c:5]([CH2:8][NH:9][C:10](=[O:11])[c:12]2[c:13]3[c:14]([cH:15][n:16][cH:17]2)[n:18](-[c:21]2[cH:22][cH:23][c:24]([F:27])[cH:25][cH:26]2)[n:19][cH:20]3)[cH:6][n:7]1. Reactants: C(C)(=O)OC=1C=C(C(=O)O)C=CC1 (3-(acetyloxy)benzoic acid), CN(C=O)C (N,N-dimethylformamide), FC(C1=CC=C(N)C=C1)(F)F (4-(trifluoromethyl)aniline), C(C)N(C(C)C)C(C)C (N-ethyl-N-isopropylpropane-2-amine). Run in S(=O)(Cl)Cl (thionyl chloride), O (water). Reaction conditions: time 1 hour. The product is C(C)(=O)OC1=CC(=CC=C1)C(=O)NC1=CC=C(C=C1)C(F)(F)F (3-({[4-(trifluoromethyl)phenyl]amino}carbonyl)phenyl acetate). Yield: 85.7%. RXN SMILES: [C:1]([O:4][C:5]1[CH:6]=[C:7]([CH:11]=[CH:12][CH:13]=1)[C:8]([OH:10])=O)(=[O:3])[CH3:2].CN(C)C=O.[F:19][C:20]([F:29])([F:28])[C:21]1[CH:27]=[CH:26][C:24]([NH2:25])=[CH:23][CH:22]=1.C(N(C(C)C)C(C)C)C>S(Cl)(Cl)=O.O>[C:1]([O:4][C:5]1[CH:13]=[CH:12][CH:11]=[C:7]([C:8]([NH:25][C:24]2[CH:26]=[CH:27][C:21]([C:20]([F:19])([F:28])[F:29])=[CH:22][CH:23]=2)=[O:10])[CH:6]=1)(=[O:3])[CH3:2]. Reported procedure: To a solution (20 mL) of 3-(acetyloxy)benzoic acid (18.0 g, 100 mmol) in thionyl chloride was added N,N-dimethylformamide (0.1 mL), and the mixture was stirred at room temperature for 1 hr. Excess reagents were evaporated under reduced pressure, and the obtained residue was dissolved in tetrahydrofuran (50 mL), and 4-(trifluoromethyl)aniline (24.2 g, 150 mmol) and N-ethyl-N-isopropylpropane-2-amine (19.4 g, 150 mmol) were successively added dropwise under ice-cooling. The reaction mixture was st... Reactants: COCI, CN(C)C=O, [H-], [Na+], O=C(c1ccc(-c2cc[nH]n2)cc1)N1Cc2cccn2Cc2ccccc21. The product is COCn1ccc(-c2ccc(C(=O)N3Cc4cccn4Cc4ccccc43)cc2)n1. As a reaction SMILES: [CH3:30][O:31][CH2:32][I:33].[CH3:34][N:35]([CH3:36])[CH:37]=[O:38].[H-:28].[Na+:29].[nH:1]1[n:2][c:3](-[c:6]2[cH:7][cH:8][c:9]([C:12](=[O:13])[N:14]3[CH2:15][c:16]4[n:17]([cH:25][cH:26][cH:27]4)[CH2:18][c:19]4[c:20]3[cH:21][cH:22][cH:23][cH:24]4)[cH:10][cH:11]2)[cH:4][cH:5]1>>[n:1]1([CH2:32][O:31][CH3:30])[n:2][c:3](-[c:6]2[cH:7][cH:8][c:9]([C:12](=[O:13])[N:14]3[CH2:15][c:16]4[n:17]([cH:25][cH:26][cH:27]4)[CH2:18][c:19]4[c:20]3[cH:21][cH:22][cH:23][cH:24]4)[cH:10][cH:11]2)[cH:4][cH:5]1. The reactants are NCc1ccc(F)c(F)c1, Cc1nc(-n2ccc(O)cc2=O)sc1C(=O)O. Product: Cc1nc(-n2ccc(O)cc2=O)sc1C(=O)NCc1ccc(F)c(F)c1. As a reaction SMILES: [F:18][c:19]1[cH:20][c:21]([CH2:26][NH2:27])[cH:22][cH:23][c:24]1[F:25].[OH:1][c:2]1[cH:3][c:4](=[O:17])[n:5](-[c:8]2[s:9][c:10]([C:14](=[O:15])[OH:16])[c:11]([CH3:13])[n:12]2)[cH:6][cH:7]1>>[OH:1][c:2]1[cH:3][c:4](=[O:17])[n:5](-[c:8]2[s:9][c:10]([C:14](=[O:16])[NH:27][CH2:26][c:21]3[cH:20][c:19]([F:18])[c:24]([F:25])[cH:23][cH:22]3)[c:11]([CH3:13])[n:12]2)[cH:6][cH:7]1. Reactants: C(C1=CC=CC=C1)OC1=CC=C2C=CC(OC2=C1C)(CCC)C (7-Benzyloxy-2,8-dimethyl-2-propylchromene), C(C)O (ethanol). Reagents/catalysts: [C].[Pd] (palladium-carbon). Product: OC1=CC=C2C(CC(OC2=C1C)(C)CCC)C (7-Hydroxy-2-propyl-2,4,8-trimethylchroman). Isolated yield 84.2%. As a reaction SMILES: C([O:8][C:9]1[C:18]([CH3:19])=[C:17]2[C:12]([CH:13]=[CH:14][C:15]([CH3:23])([CH2:20][CH2:21][CH3:22])[O:16]2)=[CH:11][CH:10]=1)C1C=CC=CC=1.[CH2:24](O)C>[C].[Pd]>[OH:8][C:9]1[C:18]([CH3:19])=[C:17]2[C:12]([CH:13]([CH3:24])[CH2:14][C:15]([CH2:20][CH2:21][CH3:22])([CH3:23])[O:16]2)=[CH:11][CH:10]=1 |f:2.3|. Procedure: 6.5 Grams of the compound obtained in (3) were subjected to catalytic reduction with 0.5 g. of 10% palladium-carbon and 50 ml of ethanol under atmospheric pressure. The subject compound in amount of 4.0 g. (yield: 84.2%) was thus obtained. The reactants are COC(=O)CC(C)=O, [Li]CCCC, CCCCCC, [Cl-], O=CC=Cc1c(-c2ccc(F)cc2)n(CCc2ccccc2)c(=O)c2ccccc12, [H-], [NH4+], [Na+], C1CCOC1. Yields the product COC(=O)CC(=O)CC(O)C=Cc1c(-c2ccc(F)cc2)n(CCc2ccccc2)c(=O)c2ccccc12. As a reaction SMILES: [C:1]([CH2:2][C:3](=[O:4])[CH3:5])(=[O:6])[O:7][CH3:8].[CH2:11]([Li:12])[CH2:13][CH2:14][CH3:15].[CH3:53][CH2:54][CH2:55][CH2:56][CH2:57][CH3:58].[Cl-:46].[F:16][c:17]1[cH:18][cH:19][c:20](-[c:23]2[n:24]([CH2:38][CH2:39][c:40]3[cH:41][cH:42][cH:43][cH:44][cH:45]3)[c:25](=[O:37])[c:26]3[cH:27][cH:28][cH:29][cH:30][c:31]3[c:32]2[CH:33]=[CH:34][CH:35]=[O:36])[cH:21][cH:22]1.[H-:9].[NH4+:47].[Na+:10].[O:48]1[CH2:49][CH2:50][CH2:51][CH2:52]1>>[C:1]([CH2:2][C:3](=[O:4])[CH2:5][CH:35]([CH:34]=[CH:33][c:32]1[c:23](-[c:20]2[cH:19][cH:18][c:17]([F:16])[cH:22][cH:21]2)[n:24]([CH2:38][CH2:39][c:40]2[cH:41][cH:42][cH:43][cH:44][cH:45]2)[c:25](=[O:37])[c:26]2[cH:27][cH:28][cH:29][cH:30][c:31]21)[OH:36])(=[O:6])[O:7][CH3:8]. Product: Cl.N1C=NC(=C1)CC(=O)OC (Methyl 4-imidazoleacetate hydrochloride). Procedure details: 5.0 g (30.75 mmol) of 4-imidazoleacetic acid were dissolved in 50 ml of methanol and then 5.6 ml (76.87 mmol) of thionyl chloride were added. The resulting solution was heated under reflux for 4 h and, after cooling, evaporated to dryness. Drying under reduced pressure afforded 5.3 g of the desired product in the form of a pale yellow solid. Reactants: N1C=NC(=C1)CC(=O)O (4-imidazoleacetic acid), CO (methanol), S(=O)(Cl)Cl (thionyl chloride). RXN SMILES: [NH:1]1[CH:5]=[C:4]([CH2:6][C:7]([OH:9])=[O:8])[N:3]=[CH:2]1.S(Cl)([Cl:12])=O.[CH3:14]O>>[ClH:12].[NH:1]1[CH:5]=[C:4]([CH2:6][C:7]([O:9][CH3:14])=[O:8])[N:3]=[CH:2]1 |f:3.4|.